This data is from the Open Reaction Database (ORD), a public repository of structured organic reaction records. The task is: describe an organic reaction: reactants, conditions, products, and yield Starting materials: CCOC(C)=O, CCO, FC(F)(F)c1ccc(N2CCC(COc3c(Cl)cc(OCc4ccccc4)cc3Cl)CC2)nc1, [H][H]. Product: Oc1cc(Cl)c(OCC2CCN(c3ccc(C(F)(F)F)cn3)CC2)c(Cl)c1. Reaction SMILES: [CH3:37][CH2:38][O:39][C:40](=[O:41])[CH3:42].[CH3:43][CH2:44][OH:45].[Cl:1][c:2]1[c:3]([O:17][CH2:18][CH:19]2[CH2:20][CH2:21][N:22]([c:25]3[n:26][cH:27][c:28]([C:31]([F:32])([F:33])[F:34])[cH:29][cH:30]3)[CH2:23][CH2:24]2)[c:4]([Cl:16])[cH:5][c:6]([O:8][CH2:9][c:10]2[cH:11][cH:12][cH:13][cH:14][cH:15]2)[cH:7]1.[H:35][H:36]>>[Cl:1][c:2]1[c:3]([O:17][CH2:18][CH:19]2[CH2:20][CH2:21][N:22]([c:25]3[n:26][cH:27][c:28]([C:31]([F:32])([F:33])[F:34])[cH:29][cH:30]3)[CH2:23][CH2:24]2)[c:4]([Cl:16])[cH:5][c:6]([OH:8])[cH:7]1. Reactants: Cc1ccc2nnc(Cc3ccc4ncc(Br)cc4c3)n2n1, C1COCCO1, C=CB(O)O, [K+], [K+], O=C([O-])[O-], O. Product: C=Cc1cnc2ccc(Cc3nnc4ccc(C)nn34)cc2c1. RXN SMILES: [Br:1][c:2]1[cH:3][n:4][c:5]2[cH:6][cH:7][c:8]([CH2:12][c:13]3[n:14][n:15][c:16]4[n:17]3[n:18][c:19]([CH3:22])[cH:20][cH:21]4)[cH:9][c:10]2[cH:11]1.[CH2:34]1[O:35][CH2:36][CH2:37][O:38][CH2:39]1.[CH:23](=[CH2:24])[B:25]([OH:26])[OH:27].[K+:28].[K+:29].[O-:30][C:31]([O-:32])=[O:33].[OH2:40]>>[c:2]1([CH:23]=[CH2:24])[cH:3][n:4][c:5]2[cH:6][cH:7][c:8]([CH2:12][c:13]3[n:14][n:15][c:16]4[n:17]3[n:18][c:19]([CH3:22])[cH:20][cH:21]4)[cH:9][c:10]2[cH:11]1. The reactants are Ic1ccc(OC2CN(C(c3ccccc3)c3ccccc3)C2)nc1, O=C(Cl)Oc1ccc([N+](=O)[O-])cc1, ClCCl. Product: O=C(Oc1ccc([N+](=O)[O-])cc1)N1CC(Oc2ccc(I)cn2)C1. As a reaction SMILES: [CH:14]([c:15]1[cH:16][cH:17][cH:18][cH:19][cH:20]1)([c:21]1[cH:22][cH:23][cH:24][cH:25][cH:26]1)[N:27]1[CH2:28][CH:29]([O:31][c:32]2[n:33][cH:34][c:35]([I:38])[cH:36][cH:37]2)[CH2:30]1.[Cl:1][C:2](=[O:3])[O:4][c:5]1[cH:6][cH:7][c:8]([N+:11](=[O:12])[O-:13])[cH:9][cH:10]1.[Cl:39][CH2:40][Cl:41]>>[C:2](=[O:3])([O:4][c:5]1[cH:6][cH:7][c:8]([N+:11](=[O:12])[O-:13])[cH:9][cH:10]1)[N:27]1[CH2:28][CH:29]([O:31][c:32]2[n:33][cH:34][c:35]([I:38])[cH:36][cH:37]2)[CH2:30]1. Starting materials: CC(C)N(C(=O)OC(C)(C)C)C1CCNCC1, CC(=O)O[BH-](OC(C)=O)OC(C)=O, COc1ccncc1C(=O)[O-], CC(=O)O, CC(Cl)Cl, [Na+]. Product: COc1ccncc1CN1CCC(N(C(=O)OC(C)(C)C)C(C)C)CC1. RXN SMILES: [C:1]([CH3:2])([CH3:3])([CH3:4])[O:5][C:6](=[O:7])[N:8]([CH:9]([CH3:10])[CH3:11])[CH:12]1[CH2:13][CH2:14][NH:15][CH2:16][CH2:17]1.[C:29]([O:30][BH-:31]([O:32][C:33](=[O:34])[CH3:35])[O:36][C:37](=[O:38])[CH3:39])(=[O:40])[CH3:41].[CH3:18][O:19][c:20]1[c:21]([C:26]([O-:27])=[O:28])[cH:22][n:23][cH:24][cH:25]1.[CH3:43][C:44](=[O:45])[OH:46].[Cl:47][CH:48]([Cl:49])[CH3:50].[Na+:42]>>[C:1]([CH3:2])([CH3:3])([CH3:4])[O:5][C:6](=[O:7])[N:8]([CH:9]([CH3:10])[CH3:11])[CH:12]1[CH2:13][CH2:14][N:15]([CH2:26][c:21]2[c:20]([O:19][CH3:18])[cH:25][cH:24][n:23][cH:22]2)[CH2:16][CH2:17]1. Reactants: CCC1(c2cccs2)OCC(=O)Nc2ccc(Br)cc21, N#Cc1cc(Br)cs1. Yields the product CCC1(c2cccs2)OCC(=O)Nc2ccc(-c3csc(C#N)c3)cc21. Reaction SMILES: [Br:1][c:2]1[cH:3][cH:4][c:5]2[c:6]([cH:20]1)[C:7]([c:13]1[s:14][cH:15][cH:16][cH:17]1)([CH2:18][CH3:19])[O:8][CH2:9][C:10](=[O:12])[NH:11]2.[Br:21][c:22]1[cH:23][c:24]([C:27]#[N:28])[s:25][cH:26]1>>[c:2]1(-[c:22]2[cH:23][c:24]([C:27]#[N:28])[s:25][cH:26]2)[cH:3][cH:4][c:5]2[c:6]([cH:20]1)[C:7]([c:13]1[s:14][cH:15][cH:16][cH:17]1)([CH2:18][CH3:19])[O:8][CH2:9][C:10](=[O:12])[NH:11]2. Starting materials: O=S1(C2=C(C=C1)C=CC(=C2)C#N)=O (1,1-dioxo-1H-benzo[b]thiophene-6-carbonitrile), OCC1(O)[C@H](O)[C@H](O)[C@H](O)CO1 (Psi). The reagents and catalysts are [OH-].[Pd+2].[OH-] (palladium hydroxide). The solvent is C(C)O (ethanol). Yields the product O=S1(C2=C(CC1)C=CC(=C2)CN)=O (C-(1,1-Dioxo-2,3-dihydro-1H-benzo[b]thiophen-6-yl)-methylamine). As a reaction SMILES: [O:1]=[S:2]1(=[O:13])[CH:6]=[CH:5][C:4]2[CH:7]=[CH:8][C:9]([C:11]#[N:12])=[CH:10][C:3]1=2.OCC1(OC[C@@H](O)[C@@H](O)[C@H]1O)O>[OH-].[Pd+2].[OH-].C(O)C>[O:1]=[S:2]1(=[O:13])[CH2:6][CH2:5][C:4]2[CH:7]=[CH:8][C:9]([CH2:11][NH2:12])=[CH:10][C:3]1=2 |f:2.3.4|. Procedure: A hydrogenation par vessel was charged with 1,1-dioxo-1H-benzo[b]thiophene-6-carbonitrile (0.30 g, 1.57 mmol), ethanol (25 mL) and palladium hydroxide (66 mg). The vessel was put on a shaker under hydrogen at 40 Psi for 5 h. The reaction mixture was filtered through Celite and the filter cake was washed with methanol. The filtrate was concentrated to get the product as a white solid. Starting materials: [BH4-], COc1ccccc1OCCN, CO, [Na+], O=Cc1cccnc1. Product: COc1ccccc1OCCNCc1cccnc1. As a reaction SMILES: [BH4-:21].[CH3:1][O:2][c:3]1[c:4]([O:5][CH2:6][CH2:7][NH2:8])[cH:9][cH:10][cH:11][cH:12]1.[CH3:23][OH:24].[Na+:22].[n:13]1[cH:14][c:15]([CH:19]=[O:20])[cH:16][cH:17][cH:18]1>>[CH3:1][O:2][c:3]1[c:4]([O:5][CH2:6][CH2:7][NH:8][CH2:19][c:15]2[cH:14][n:13][cH:18][cH:17][cH:16]2)[cH:9][cH:10][cH:11][cH:12]1.